describe an organic reaction: reactants, conditions, products, and yield From a dataset of the Open Reaction Database (ORD), a public repository of structured organic reaction records. The reactants are BrC=1C=C(C=CC1)CCO (2-(3-bromophenyl)ethanol), N1C=NC=C1 (imidazole), CN(C)C=O (DMF), C(C)(C)(C)[Si](C1=CC=CC=C1)(C1=CC=CC=C1)Cl (tert-butyl(chloro)diphenylsilane). Run in O (water), C(C)OCC (Diethyl ether). Run at time 1 hour. Yields the product BrC=1C=C(C=CC1)CCO[Si](C1=CC=CC=C1)(C1=CC=CC=C1)C(C)(C)C ([2-(3-bromophenyl)ethoxy](tert-butyl)diphenylsilane). Isolated yield 99.7%. Reaction SMILES: [Br:1][C:2]1[CH:3]=[C:4]([CH2:8][CH2:9][OH:10])[CH:5]=[CH:6][CH:7]=1.N1C=CN=C1.CN(C=O)C.[C:21]([Si:25](Cl)([C:32]1[CH:37]=[CH:36][CH:35]=[CH:34][CH:33]=1)[C:26]1[CH:31]=[CH:30][CH:29]=[CH:28][CH:27]=1)([CH3:24])([CH3:23])[CH3:22]>O.C(OCC)C>[Br:1][C:2]1[CH:3]=[C:4]([CH2:8][CH2:9][O:10][Si:25]([C:21]([CH3:24])([CH3:23])[CH3:22])([C:32]2[CH:33]=[CH:34][CH:35]=[CH:36][CH:37]=2)[C:26]2[CH:31]=[CH:30][CH:29]=[CH:28][CH:27]=2)[CH:5]=[CH:6][CH:7]=1. Procedure details: To a mixture of 1.5 g of 2-(3-bromophenyl)ethanol, 1.0 g of imidazole and 15 mL of DMF was added 2.8 g of tert-butyl(chloro)diphenylsilane under ice cooling, and the followed by stirring for 1 hour at the same temperature then for a day at room temperature. Diethyl ether and water were added to the reaction mixture, followed by extraction with diethyl ether. The organic layer was washed with saturated brine and dried over anhydrous sodium sulfate, followed by concentration under reduced pressure... Starting materials: C(C)NCC (diethylamine), ClC1=C(C(=O)Cl)C=CC(=C1)NC(C(C)C)=O (2-chloro-4-(2'-methylpropionamido)benzoyl chloride), O (water). Solvent: C1CCOC1 (THF), C1CCOC1 (THF). Run at time 8 hour. The product is ClC1=C(C(=O)N(CC)CC)C=CC(=C1)NC(C(C)C)=O (2-chloro-4-(2'-methylpropionamido)-N,N-diethylbenzamide). RXN SMILES: [Cl:1][C:2]1[CH:10]=[C:9]([NH:11][C:12](=[O:16])[CH:13]([CH3:15])[CH3:14])[CH:8]=[CH:7][C:3]=1[C:4](Cl)=[O:5].[CH2:17]([NH:19][CH2:20][CH3:21])[CH3:18].O>C1COCC1>[Cl:1][C:2]1[CH:10]=[C:9]([NH:11][C:12](=[O:16])[CH:13]([CH3:15])[CH3:14])[CH:8]=[CH:7][C:3]=1[C:4]([N:19]([CH2:20][CH3:21])[CH2:17][CH3:18])=[O:5]. Reported procedure: The crude 2-chloro-4-(2'-methylpropionamido)benzoyl chloride from the preceding reaction in dry THF (10 ml) was added dropwise with stirring over 10-15 minutes to a solution of diethylamine (1.46 g) in dry THF (10 ml), at 0°-5° C. After stirring at 0°-10° C. the reaction mixture was stood overnight at room temperature, poured into cold water and extracted with ethyl acetate. This extract was dried and evaporated to give a viscous gum which crystallised slowly and was then recrystallised from eth... Starting materials: NC1=CC=C(C=C1)CCC1=NC=CC=C1 (2-[2-(4-aminophenyl)ethyl]pyridine), CN=C=S (methyl isothiocyanate). Solvent: C(C)O (ethanol). Product: CNC(NC1=CC=C(C=C1)CCC1=NC=CC=C1)=S (2-[2-{4-(3-methylthioureido)phenyl}ethyl]pyridine). The yield is 92.0%. As a reaction SMILES: [NH2:1][C:2]1[CH:7]=[CH:6][C:5]([CH2:8][CH2:9][C:10]2[CH:15]=[CH:14][CH:13]=[CH:12][N:11]=2)=[CH:4][CH:3]=1.[CH3:16][N:17]=[C:18]=[S:19]>C(O)C>[CH3:16][NH:17][C:18](=[S:19])[NH:1][C:2]1[CH:7]=[CH:6][C:5]([CH2:8][CH2:9][C:10]2[CH:15]=[CH:14][CH:13]=[CH:12][N:11]=2)=[CH:4][CH:3]=1. Reported procedure: A solution of 2-[2-(4-aminophenyl)ethyl]pyridine (5.8 g) and methyl isothiocyanate (2.6 g) in ethanol (60 ml) was refluxed for one hour. The reaction mixture was evaporated in vacuo to give a crystalline residue, which was recrystallized from a mixture of ethyl acetate and diisopropyl ether to give 2-[2-{4-(3-methylthioureido)phenyl}ethyl]pyridine (7.3 g). The reactants are NC=1N=CC(=NC1)C(=O)OC (methyl 5-aminopyrazine-2-carboxylate), N1=CC=CC=C1 (pyridine), ClC(=O)OCC=C (allyl chloroformate), O (water). Run in ClCCl (dichloromethane). Reaction conditions: time 8 hour. The product is C(C=C)OC(=O)NC=1N=CC(=NC1)C(=O)OC (methyl 5-{[(allyloxy)carbonyl]amino}pyrazine-2-carboxylate). As a reaction SMILES: [NH2:1][C:2]1[N:3]=[CH:4][C:5]([C:8]([O:10][CH3:11])=[O:9])=[N:6][CH:7]=1.N1C=CC=CC=1.Cl[C:19]([O:21][CH2:22][CH:23]=[CH2:24])=[O:20].O>ClCCl>[CH2:22]([O:21][C:19]([NH:1][C:2]1[N:3]=[CH:4][C:5]([C:8]([O:10][CH3:11])=[O:9])=[N:6][CH:7]=1)=[O:20])[CH:23]=[CH2:24]. Procedure details: To a solution of methyl 5-aminopyrazine-2-carboxylate (2 g) in dichloromethane (20 mL) were added pyridine (36.4 mL) and allyl chloroformate (25.2 mL) in 4 divided portions respectively, under ice-cooling, followed by stirring at room temperature overnight. To the reaction mixture was added water under ice-cooling, followed by extraction with ethyl acetate. The organic layer was sequentially washed with 1 M hydrochloric acid, saturated aqueous sodium bicarbonate, and saturated brine. The organic... Starting materials: CCS(=O)(=O)N1CCC(c2c[nH]c3c(C(N)=O)cc(Br)cc23)CC1, O=C([O-])[O-], CC(C)(C)OC(=O)N1CCN(c2ccc(B(O)O)cn2)CC1, [Cs+], [Cs+], C1COCCO1, O, c1ccc(P(c2ccccc2)(c2ccccc2)[Pd](P(c2ccccc2)(c2ccccc2)c2ccccc2)(P(c2ccccc2)(c2ccccc2)c2ccccc2)P(c2ccccc2)(c2ccccc2)c2ccccc2)cc1. Yields the product CCS(=O)(=O)N1CCC(c2c[nH]c3c(C(N)=O)cc(-c4ccc(N5CCN(C(=O)OC(C)(C)C)CC5)nc4)cc23)CC1. Reaction SMILES: [Br:1][c:2]1[cH:3][c:4]2[c:5]([CH:14]3[CH2:15][CH2:16][N:17]([S:20](=[O:21])(=[O:22])[CH2:23][CH3:24])[CH2:18][CH2:19]3)[cH:6][nH:7][c:8]2[c:9]([C:11](=[O:12])[NH2:13])[cH:10]1.[C:25](=[O:26])([O-:27])[O-:28].[CH3:31][C:32]([CH3:33])([CH3:34])[O:35][C:36](=[O:37])[N:38]1[CH2:39][CH2:40][N:41]([c:44]2[cH:45][cH:46][c:47]([B:50]([OH:51])[OH:52])[cH:48][n:49]2)[CH2:42][CH2:43]1.[Cs+:29].[Cs+:30].[O:53]1[CH2:54][CH2:55][O:56][CH2:57][CH2:58]1.[OH2:59].[cH:60]1[cH:61][cH:62][c:63]([P:64]([Pd:65]([P:66]([c:67]2[cH:68][cH:69][cH:70][cH:71][cH:72]2)([c:73]2[cH:74][cH:75][cH:76][cH:77][cH:78]2)[c:79]2[cH:80][cH:81][cH:82][cH:83][cH:84]2)([P:85]([c:86]2[cH:87][cH:88][cH:89][cH:90][cH:91]2)([c:92]2[cH:93][cH:94][cH:95][cH:96][cH:97]2)[c:98]2[cH:99][cH:100][cH:101][cH:102][cH:103]2)[P:104]([c:105]2[cH:106][cH:107][cH:108][cH:109][cH:110]2)([c:111]2[cH:112][cH:113][cH:114][cH:115][cH:116]2)[c:117]2[cH:118][cH:119][cH:120][cH:121][cH:122]2)([c:123]2[cH:124][cH:125][cH:126][cH:127][cH:128]2)[c:129]2[cH:130][cH:131][cH:132][cH:133][cH:134]2)[cH:135][cH:136]1>>[c:2]1(-[c:47]2[cH:46][cH:45][c:44]([N:41]3[CH2:40][CH2:39][N:38]([C:36]([O:35][C:32]([CH3:31])([CH3:33])[CH3:34])=[O:37])[CH2:43][CH2:42]3)[n:49][cH:48]2)[cH:3][c:4]2[c:5]([CH:14]3[CH2:15][CH2:16][N:17]([S:20](=[O:21])(=[O:22])[CH2:23][CH3:24])[CH2:18][CH2:19]3)[cH:6][nH:7][c:8]2[c:9]([C:11](=[O:12])[NH2:13])[cH:10]1. The reactants are C(C)N(C(C)C)C(C)C (Ethyl diisopropylamine), Cl.Cl.C(CC(OC)=N)(OC)=N (dimethyl malonimidate dihydrochloride), [N+](=O)([O-])C1=C(C=CC=C1)CC(=O)O (2-Nitrophenylacetic acid), C(=O)(C=1NC=CN1)C=1NC=CN1 (carbonyl diimidazole). The solvent is CC(C)O (propan-2-ol), ClCCl (dichloromethane), ClCCl (dichloromethane). Reaction conditions: temperature -40 celsius, time 25 minute. Yields the product COC1=NC(=NC(=C1)OC)CC1=C(C=CC=C1)[N+](=O)[O-] (4,6-Dimethoxy-2-(2-nitrobenzyl)pyrimidine). Yield: 32.9%. As a reaction SMILES: C(N(C(C)C)C(C)C)C.Cl.Cl.[C:12](=[NH:20])([O:18][CH3:19])[CH2:13][C:14](=[NH:17])[O:15][CH3:16].[N+:21]([C:24]1[CH:29]=[CH:28][CH:27]=[CH:26][C:25]=1[CH2:30][C:31](O)=O)([O-:23])=[O:22].C(C1NC=CN=1)(C1NC=CN=1)=O>ClCCl.CC(O)C>[CH3:16][O:15][C:14]1[CH:13]=[C:12]([O:18][CH3:19])[N:20]=[C:31]([CH2:30][C:25]2[CH:26]=[CH:27][CH:28]=[CH:29][C:24]=2[N+:21]([O-:23])=[O:22])[N:17]=1 |f:1.2.3|. Reported procedure: Ethyl diisopropylamine (240 ml) was added dropwise to a stirred suspension of dimethyl malonimidate dihydrochloride (73.2 g) in dichloromethane (400 ml) at -40° C. under nitrogen, and the mixture was stirred at -40° C. for 25 minutes to give suspension A. 2-Nitrophenylacetic acid (65.16 g) was added portionwise to a stirred suspension of carbonyl diimidazole (53.3 g) in dichloromethane (400 ml) at room temperature. The resulting solution was stirred for 10 minutes and was added dropwise over 30 ...